From a dataset of the Open Reaction Database (ORD), a public repository of structured organic reaction records. describe an organic reaction: reactants, conditions, products, and yield The reactants are C1CCOC1, CC#N, CCOC(C)=O, Cl, COC(=O)c1ccc(F)cc1C. The product is Cc1cc(F)ccc1C(=O)CC#N. Reaction SMILES: [CH2:1]1[O:2][CH2:3][CH2:4][CH2:5]1.[CH3:18][C:19]#[N:20].[CH3:21][CH2:22][O:23][C:24](=[O:25])[CH3:26].[ClH:27].[F:6][c:7]1[cH:8][c:9]([CH3:17])[c:10]([C:11]([O:13][CH3:12])=[O:14])[cH:15][cH:16]1>>[F:6][c:7]1[cH:8][c:9]([CH3:17])[c:10]([C:11](=[O:13])[CH2:18][C:19]#[N:20])[cH:15][cH:16]1. Starting materials: CCOC(=O)C(=O)OCC, C1CCOC1, Cl, O=C1CCOc2ccccc21. Yields the product CCOC(=O)C(O)=C1COc2ccccc2C1=O. As a reaction SMILES: [C:12]([C:13](=[O:14])[O:15][CH2:16][CH3:17])(=[O:18])[O:19][CH2:20][CH3:21].[CH2:23]1[O:24][CH2:25][CH2:26][CH2:27]1.[ClH:22].[O:1]1[CH2:2][CH2:3][C:4](=[O:11])[c:5]2[cH:6][cH:7][cH:8][cH:9][c:10]21>>[O:1]1[CH2:2][C:3](=[C:12]([C:13](=[O:14])[O:15][CH2:16][CH3:17])[OH:18])[C:4](=[O:11])[c:5]2[cH:6][cH:7][cH:8][cH:9][c:10]21.